From a dataset of the Open Reaction Database (ORD), a public repository of structured organic reaction records. describe an organic reaction: reactants, conditions, products, and yield RXN SMILES: [F:1][C:2]1[CH:7]=[CH:6][C:5]([C:8]([F:11])([F:10])[F:9])=[CH:4][C:3]=1CC#N.C[Al](C)C.[CH2:19]([NH2:22])[CH2:20][NH2:21].[C:23]1(C)C=CC=C[CH:24]=1>>[F:1][C:2]1[CH:3]=[CH:4][C:5]([C:8]([F:9])([F:10])[F:11])=[C:6]([CH:7]=1)[CH2:23][C:24]1[NH:21][CH2:20][CH2:19][N:22]=1. The product is FC=1C=CC(=C(CC=2NCCN2)C1)C(F)(F)F (2-(5-Fluoro-2-trifluoromethyl-benzyl)-4,5-dihydro-1H-imidazole). Procedure details: 2-(5-Fluoro-2-trifluoromethyl-benzyl)-4,5-dihydro-1H-imidazole was prepared from (2-fluoro-5-trifluoromethyl-phenyl)-acetonitrile and the complex of trimethylaluminium with ethylene diamine in toluene at reflux for 18 hours in analogy to M. P. Wentland et al., J. Med. Chem. 30, 1482 (1987): brown solid; MS (ISP): 247.0 ((M+H)+.). The reactants are FC1=C(C=C(C=C1)C(F)(F)F)CC#N ((2-fluoro-5-trifluoromethyl-phenyl)-acetonitrile), C[Al](C)C (trimethylaluminium), C(CN)N (ethylene diamine), C1(=CC=CC=C1)C (toluene). The reactants are [Cl-].[NH4+] (ammonium chloride), CN=C=S (methyl isothiocyanate), [N+](=O)([O-])C=1N=CN(C1)C1C(CCCC1)=O (2-(4-nitroimidazol-1-yl)cyclohexanone), CC(C)([O-])C.[K+] (potassium t-butoxide). Solvent: O (water), O1CCCC1 (tetrahydrofuran), CN(C=O)C (dimethylformamide), O1CCCC1 (tetrahydrofuran). Yields the product CNC(=S)C1(C(CCCC1)=O)N1C=NC(=C1)[N+](=O)[O-] (N-Methyl-1-(4-nitroimidazol-1-yl)-2-oxocyclohexanecarbothioamide). Isolated yield 45.6%. Reaction SMILES: [N+:1]([C:4]1[N:5]=[CH:6][N:7]([CH:9]2[CH2:14][CH2:13][CH2:12][CH2:11][C:10]2=[O:15])[CH:8]=1)([O-:3])=[O:2].CC(C)([O-])C.[K+].[CH3:22][N:23]=[C:24]=[S:25].[Cl-].[NH4+]>O1CCCC1.CN(C)C=O.O>[CH3:22][NH:23][C:24]([C:9]1([N:7]2[CH:8]=[C:4]([N+:1]([O-:3])=[O:2])[N:5]=[CH:6]2)[CH2:14][CH2:13][CH2:12][CH2:11][C:10]1=[O:15])=[S:25] |f:1.2,4.5|. Procedure details: In a nitrogen atmosphere, a suspension of 76.40 g (0.365 mol) of the 2-(4-nitroimidazol-1-yl)cyclohexanone prepared in the Preparative Example 10 in 1.2 l of tetrahydrofuran was cooled with ice, followed by the addition of 45.16 g (0.402 mol) of potassium t-butoxide. The obtained reddish-purple reaction mixture was stirred under cooling with ice for one hour, followed by the addition of a solution of 27.5 ml (0.402 mol) of methyl isothiocyanate in 100 ml of tetrahydrofuran and 300 ml of dimethyl... Starting materials: N1=C(C=CC=C1C)C (2,6-Lutidine), OC1C=CC(CO1)=O (6-Hydroxy-2H-pyran-3(6H)-one), [Si](C)(C)(C(C)(C)C)OS(=O)(=O)C(F)(F)F (t-butyldimethylsilyltrifluoromethanesulfonate). The solvent is C(Cl)Cl (DCM). Run at temperature -78 celsius. The product is [Si](C)(C)(C(C)(C)C)OC1C=CC(CO1)=O (6-(tert-butyldimethylsilyloxy)-2H-pyran-3(6H)-one). Isolated yield 54.9%. As a reaction SMILES: [OH:1][CH:2]1[O:7][CH2:6][C:5](=[O:8])[CH:4]=[CH:3]1.N1C(C)=CC=CC=1C.[Si:17](OS(C(F)(F)F)(=O)=O)([C:20]([CH3:23])([CH3:22])[CH3:21])([CH3:19])[CH3:18]>C(Cl)Cl>[Si:17]([O:1][CH:2]1[O:7][CH2:6][C:5](=[O:8])[CH:4]=[CH:3]1)([C:20]([CH3:23])([CH3:22])[CH3:21])([CH3:19])[CH3:18]. Procedure details: 6-Hydroxy-2H-pyran-3(6H)-one (9 g, 79 mmol) was dissolved in DCM (250 mL), placed under a nitrogen atmosphere, and cooled to −78° C. 2,6-Lutidine (13.78 mL, 118 mmol) was then added in one portion, followed by slow addition of t-butyldimethylsilyltrifluoromethanesulfonate (21.74 mL, 95 mmol). The reaction was allowed to slowly warm to 0° C. over 4 h. The reaction was quenched by addition of ˜20 mL of water. The solution turned pale yellow upon quenching. After transferring to a separatory funnel... Reactants: CC#N, CC(C)CCn1c(Cn2c(=O)n(C(C)C)c3ccccc32)nc2c(C=O)cccc21, [Cl-], [K+], [NH4+], [OH-]. The product is CC(C)CCn1c(Cn2c(=O)n(C(C)C)c3ccccc32)nc2c(C=CC#N)cccc21. As a reaction SMILES: [CH3:35][C:36]#[N:37].[CH:1]([CH3:2])([CH3:3])[n:4]1[c:5](=[O:30])[n:6]([CH2:13][c:14]2[n:15][c:16]3[c:17]([n:18]2[CH2:19][CH2:20][CH:21]([CH3:22])[CH3:23])[cH:24][cH:25][cH:26][c:27]3[CH:28]=[O:29])[c:7]2[c:8]1[cH:9][cH:10][cH:11][cH:12]2.[Cl-:33].[K+:32].[NH4+:34].[OH-:31]>>[CH:1]([CH3:2])([CH3:3])[n:4]1[c:5](=[O:30])[n:6]([CH2:13][c:14]2[n:15][c:16]3[c:17]([n:18]2[CH2:19][CH2:20][CH:21]([CH3:22])[CH3:23])[cH:24][cH:25][cH:26][c:27]3[CH:28]=[CH:35][C:36]#[N:37])[c:7]2[c:8]1[cH:9][cH:10][cH:11][cH:12]2. Starting materials: ClC=1C=C(C=2N(C1)N=C(C2)C)O (6-chloro-2-methylpyrazolo[1,5-a]pyridin-4-ol), C(C)(C)(C)N1N=CC(=C1)B1OC(C(O1)(C)C)(C)C (1-(tert-butyl)-4-(4,4,5,5-tetramethyl-1,3,2-dioxaborolan-2-yl)-1H-pyrazole), C(=O)([O-])[O-].[Cs+].[Cs+] (Cs2CO3), PEPPSI-IPr, COCCOC (DME). Solvent: O (water). Conditions: temperature 80 celsius. The product is C(C)(C)(C)N1N=CC(=C1)C=1C=C(C=2N(C1)N=C(C2)C)O (6-(1-(tert-butyl)-1H-pyrazol-4-yl)-2-methylpyrazolo[1,5-a]pyridin-4-ol). The yield is 48.7%. RXN SMILES: Cl[C:2]1[CH:3]=[C:4]([OH:12])[C:5]2[N:6]([N:8]=[C:9]([CH3:11])[CH:10]=2)[CH:7]=1.[C:13]([N:17]1[CH:21]=[C:20](B2OC(C)(C)C(C)(C)O2)[CH:19]=[N:18]1)([CH3:16])([CH3:15])[CH3:14].C([O-])([O-])=O.[Cs+].[Cs+].COCCOC>O>[C:13]([N:17]1[CH:21]=[C:20]([C:2]2[CH:3]=[C:4]([OH:12])[C:5]3[N:6]([N:8]=[C:9]([CH3:11])[CH:10]=3)[CH:7]=2)[CH:19]=[N:18]1)([CH3:16])([CH3:15])[CH3:14] |f:2.3.4|. Procedure details: To a mixture 6-chloro-2-methylpyrazolo[1,5-a]pyridin-4-ol 6.59 (17 mg), 1-(tert-butyl)-4-(4,4,5,5-tetramethyl-1,3,2-dioxaborolan-2-yl)-1H-pyrazole (19 mg), Cs2CO3 (76 mg) and PEPPSI-IPr (6 mg) was added DME and water (2:1, 3 mL) and the reaction mixture was heated to 80° C. for 2 h. The mixture was then extracted with ethyl acetate. Combined organics were washed with brine, dried, filtered, and concentrated under reduced pressure. The resulting residue was purified by silica gel column chromatog...